Task: describe an organic reaction: reactants, conditions, products, and yield. Dataset: the Open Reaction Database (ORD), a public repository of structured organic reaction records Starting materials: title intermediate, BrC=1C=CN=C2C=CC(=NC12)OC (8-bromo-2-methoxy-[1,5]naphthyridine), C(CCCC#C)O (hex-5-yn-1-ol). Product: COC=1N=C2C(=CC=NC2=CC1)CCCCCC=O (6-(6-methoxy-[1,5]naphthyridin-4-yl)-hexanal). Yield: 42.0%. RXN SMILES: Br[C:2]1[CH:3]=[CH:4][N:5]=[C:6]2[C:11]=1[N:10]=[C:9]([O:12][CH3:13])[CH:8]=[CH:7]2.[CH2:14]([OH:20])[CH2:15][CH2:16][CH2:17][C:18]#[CH:19]>>[CH3:13][O:12][C:9]1[N:10]=[C:11]2[C:6](=[CH:7][CH:8]=1)[N:5]=[CH:4][CH:3]=[C:2]2[CH2:19][CH2:18][CH2:17][CH2:16][CH2:15][CH:14]=[O:20]. Reported procedure: The title intermediate was obtained starting from 8-bromo-2-methoxy-[1,5]naphthyridine (4 g, 16.7 mmol) and hex-5-yn-1-ol (2.7 g, 1.65 eq.) and following the procedures of Example 29, step 29.i and Example 33, steps 33.i and 33.ii. The title aldehyde was isolated as a yellowish liquid (1.2 g, 42% yield over 3 steps). The reactants are CC(C)C(C(=O)O)C(CC=Cc1ccccc1)C(=O)OC(C)(C)C, CCO, [H][H]. Yields the product CC(C)C(C(=O)O)C(CCCc1ccccc1)C(=O)OC(C)(C)C. Reaction SMILES: [C:1]([CH3:2])([CH3:3])([CH3:4])[O:5][C:6](=[O:7])[CH:8]([CH2:9][CH:10]=[CH:11][c:12]1[cH:13][cH:14][cH:15][cH:16][cH:17]1)[CH:18]([C:19](=[O:20])[OH:21])[CH:22]([CH3:23])[CH3:24].[CH3:27][CH2:28][OH:29].[H:25][H:26]>>[C:1]([CH3:2])([CH3:3])([CH3:4])[O:5][C:6](=[O:7])[CH:8]([CH2:9][CH2:10][CH2:11][c:12]1[cH:13][cH:14][cH:15][cH:16][cH:17]1)[CH:18]([C:19](=[O:20])[OH:21])[CH:22]([CH3:23])[CH3:24]. Starting materials: FC(F)(F)c1cnn2c(-c3cccc(Br)c3)cnc2n1, CCCC[Sn](CCCC)(CCCC)c1nccs1, C1CCOC1, c1ccc(P(c2ccccc2)(c2ccccc2)[Pd](P(c2ccccc2)(c2ccccc2)c2ccccc2)(P(c2ccccc2)(c2ccccc2)c2ccccc2)P(c2ccccc2)(c2ccccc2)c2ccccc2)cc1. As a reaction SMILES: [Br:1][c:2]1[cH:3][c:4](-[c:8]2[cH:9][n:10][c:11]3[n:12]2[n:13][cH:14][c:15]([C:17]([F:18])([F:19])[F:20])[n:16]3)[cH:5][cH:6][cH:7]1.[CH2:21]([Sn:22]([CH2:23][CH2:24][CH2:25][CH3:31])([c:26]1[s:27][cH:28][cH:29][n:30]1)[CH2:32][CH2:33][CH2:34][CH3:35])[CH2:36][CH2:37][CH3:38].[CH2:39]1[O:40][CH2:41][CH2:42][CH2:43]1.[cH:44]1[cH:45][cH:46][c:47]([P:48]([Pd:49]([P:50]([c:51]2[cH:52][cH:53][cH:54][cH:55][cH:56]2)([c:57]2[cH:58][cH:59][cH:60][cH:61][cH:62]2)[c:63]2[cH:64][cH:65][cH:66][cH:67][cH:68]2)([P:69]([c:70]2[cH:71][cH:72][cH:73][cH:74][cH:75]2)([c:76]2[cH:77][cH:78][cH:79][cH:80][cH:81]2)[c:82]2[cH:83][cH:84][cH:85][cH:86][cH:87]2)[P:88]([c:89]2[cH:90][cH:91][cH:92][cH:93][cH:94]2)([c:95]2[cH:96][cH:97][cH:98][cH:99][cH:100]2)[c:101]2[cH:102][cH:103][cH:104][cH:105][cH:106]2)([c:107]2[cH:108][cH:109][cH:110][cH:111][cH:112]2)[c:113]2[cH:114][cH:115][cH:116][cH:117][cH:118]2)[cH:119][cH:120]1>>[c:2]1(-[c:26]2[s:27][cH:28][cH:29][n:30]2)[cH:3][c:4](-[c:8]2[cH:9][n:10][c:11]3[n:12]2[n:13][cH:14][c:15]([C:17]([F:18])([F:19])[F:20])[n:16]3)[cH:5][cH:6][cH:7]1. The product is FC(F)(F)c1cnn2c(-c3cccc(-c4nccs4)c3)cnc2n1. The reactants are C([O-])(O)=O.[Na+] (sodium bicarbonate), C(C)(=O)NN=C(C(=O)OCC)C=1SC=CC1 (thien-2-yl-glyoxylic acid ethyl ester 2-acetylhydrazone), ice water, P(Cl)(Cl)(Cl)(Cl)Cl (phosphorus pentachloride). Solvent: C(Cl)Cl (methylene chloride). Product: C(C)OC(=O)C(=NN=C(C)Cl)C=1SC=CC1 (1-ethoxycarbonyl-4-chloro-4-methyl-1-thien-2-yl-2,3-diazabutadiene). Isolated yield 92.0%. Reaction SMILES: [C:1]([NH:4][N:5]=[C:6]([C:12]1[S:13][CH:14]=[CH:15][CH:16]=1)[C:7]([O:9][CH2:10][CH3:11])=[O:8])(=O)[CH3:2].P(Cl)(Cl)(Cl)(Cl)[Cl:18].C(=O)(O)[O-].[Na+]>C(Cl)Cl>[CH2:10]([O:9][C:7]([C:6]([C:12]1[S:13][CH:14]=[CH:15][CH:16]=1)=[N:5][N:4]=[C:1]([Cl:18])[CH3:2])=[O:8])[CH3:11] |f:2.3|. Procedure: 240 g (1 mol) of thien-2-yl-glyoxylic acid ethyl ester 2-acetylhydrazone were dissolved in 1,000 ml of methylene chloride and 208 g (1 mol) of phosphorus pentachloride were added at -10° to 0° C. Stirring was continued for half an hour, ice-water was added to the reaction mixture and the batch was neutralised with sodium bicarbonate solution. The organic phase was separated off, dried over sodium sulphate and concentrated by distilling off the solvent. 234 g (0.92 mol) of crude 1-ethoxycarbonyl-... Reactants: ClC=1SC(=CC1S(=O)(=O)Cl)Cl (2,5-dichlorothiophene-3-sulfonic acid chloride), CN (methylamine). Run in C(Cl)(Cl)Cl (chloroform). Product: CNS(=O)(=O)C1=C(SC(=C1)Cl)Cl (2,5-dichlorothiophene-3-sulfonic acid methylamide). RXN SMILES: [Cl:1][C:2]1[S:3][C:4]([Cl:11])=[CH:5][C:6]=1[S:7](Cl)(=[O:9])=[O:8].[CH3:12][NH2:13]>C(Cl)(Cl)Cl>[CH3:12][NH:13][S:7]([C:6]1[CH:5]=[C:4]([Cl:11])[S:3][C:2]=1[Cl:1])(=[O:9])=[O:8]. Procedure details: 3500 ml. of absolute chloroform are placed in a 4 liter volume flask and 533 g. of 2,5-dichlorothiophene-3-sulfonic acid chloride are dissolved therein. Dry methylamine is passed in at 20° with stirring until the solution gives a basic reaction with moistened indicator paper. The solution is stirred for an additional 11/2 hours at room temperature, then extracted several times with 0.5 N HCl in a separating funnel, dried with anhydrous sodium sulfate, and finally concentrated by evaporation in v... The reactants are C=1C=CC(=CC1)P(C=2C=CC=CC2)C3=CC=C4C=CC=CC4=C3C5=C6C=CC=CC6=CC=C5P(C=7C=CC=CC7)C=8C=CC=CC8 (BINAP), CC(C)([O-])C.[Na+] (sodium tert-butoxide), BrC=1C=C(C=CC1)C1OCCO1 (2-(3-bromophenyl)-1,3-dioxaolane), C(C1=CC=CC=C1)N1CCC(CC1)N (1-benzyl-piperidin-4-ylamine). Reagents/catalysts: C(C)(=O)[O-].[Pd+2].C(C)(=O)[O-] (palladium acetate). The solvent is C1(=CC=CC=C1)C (toluene), C(C)(=O)OCC (ethyl acetate). Conditions: temperature 80 celsius. Yields the product C(C1=CC=CC=C1)N1CCC(CC1)NC1=CC(=CC=C1)C1OCCO1 ((1-Benzyl-piperidin-4-yl)-(3-[1,3]dioxolan-2-yl-phenyl)-amine). Isolated yield 91.0%. RXN SMILES: Br[C:2]1[CH:3]=[C:4]([CH:8]2[O:12][CH2:11][CH2:10][O:9]2)[CH:5]=[CH:6][CH:7]=1.[CH2:13]([N:20]1[CH2:25][CH2:24][CH:23]([NH2:26])[CH2:22][CH2:21]1)[C:14]1[CH:19]=[CH:18][CH:17]=[CH:16][CH:15]=1.C1C=CC(P(C2C(C3C(P(C4C=CC=CC=4)C4C=CC=CC=4)=CC=C4C=3C=CC=C4)=C3C(C=CC=C3)=CC=2)C2C=CC=CC=2)=CC=1.CC(C)([O-])C.[Na+]>C1(C)C=CC=CC=1.C(OCC)(=O)C.C([O-])(=O)C.[Pd+2].C([O-])(=O)C>[CH2:13]([N:20]1[CH2:25][CH2:24][CH:23]([NH:26][C:2]2[CH:7]=[CH:6][CH:5]=[C:4]([CH:8]3[O:12][CH2:11][CH2:10][O:9]3)[CH:3]=2)[CH2:22][CH2:21]1)[C:14]1[CH:15]=[CH:16][CH:17]=[CH:18][CH:19]=1 |f:3.4,7.8.9|. Procedure: To a dry flask containing 2-(3-bromophenyl)-1,3-dioxaolane (1.0 mL; 1.0 eq) and amine 6, (1.6 mL; 1.2 eq) in dry toluene (20 mL) was added BINAP (124 mg; 0.03 eq), palladium acetate (30 mg; 0.02 eq) and sodium tert-butoxide (0.89 g; 1.4 eq). The reaction was heated to 80° C. under nitrogen. After 2 hours the solution was cooled, diluted with ethyl acetate and washed with one portion water. The organics were dried over anhydrous magnesium sulfate, filtered and concentrated. The residue was purifi... Starting materials: 16h, C(CCCCC)I (Hexyl iodide), COC(CN)OC (2-amino acetaldehyde dimethyl acetal), C([O-])([O-])=O.[K+].[K+] (potassium carbonate). Solvent: CN(C)C=O (DMF), C(C)(=O)OCC (ethyl acetate). The product is COC(CNCCCCCC)OC (N-hexyl 2-amino acetaldehyde dimethyl acetal). Isolated yield 78.1%. Reaction SMILES: [CH2:1](I)[CH2:2][CH2:3][CH2:4][CH2:5][CH3:6].[CH3:8][O:9][CH:10]([O:13][CH3:14])[CH2:11][NH2:12].C(=O)([O-])[O-].[K+].[K+]>CN(C=O)C.C(OCC)(=O)C>[CH3:8][O:9][CH:10]([O:13][CH3:14])[CH2:11][NH:12][CH2:1][CH2:2][CH2:3][CH2:4][CH2:5][CH3:6] |f:2.3.4|. Procedure: Hexyl iodide (50 mmol, 7.38 ml) was added to a mixture of 2-amino acetaldehyde dimethyl acetal (100 mmol, 11 ml) and potassium carbonate (50 mmol, 6.9 g) in DMF (10 ml) at 0° C. Stirring was continued for 16h before diluting with ethyl acetate (200 ml), and ffitering the solution through a plug of celite. Concentration in vacuo was follwed by column chromatography (eluant ethyl acetate) to give N-hexyl 2-amino acetaldehyde dimethyl acetal (7.39 g, 78%) as a colourless oil. Reactants: CS(=O)(=O)OCC[C@@H]1OCCC2=C1C=CC(=C2)N2CCSCC2 (2-[(1S)-6-(4-thiomorpholinyl)-3,4-dihydro-1H-2-benzopyran-1-yl]ethyl methanesulfonate), C(#N)C1=CC2=C(C(=CS2)N2C[C@H](NCC2)C)C=C1 ((3R)-1-(6-cyano-1-benzothien-3-yl)-3-methylpiperazine). Yields the product C[C@@H]1CN(CCN1CC[C@@H]1OCCC2=C1C=CC(=C2)N2CCSCC2)C2=CSC1=C2C=CC(=C1)C#N (3-((3R)-3-Methyl-4-{2-[(1S)-6-(4-thiomorpholinyl)-3,4-dihydro-1H-2-benzopyran-1-yl]ethyl}piperazinyl)-1-benzothiophene-6-carbonitrile). RXN SMILES: CS(O[CH2:6][CH2:7][C@H:8]1[C:13]2[CH:14]=[CH:15][C:16]([N:18]3[CH2:23][CH2:22][S:21][CH2:20][CH2:19]3)=[CH:17][C:12]=2[CH2:11][CH2:10][O:9]1)(=O)=O.[C:24]([C:26]1[CH:41]=[CH:40][C:29]2[C:30]([N:33]3[CH2:38][CH2:37][NH:36][C@H:35]([CH3:39])[CH2:34]3)=[CH:31][S:32][C:28]=2[CH:27]=1)#[N:25]>>[CH3:39][C@H:35]1[N:36]([CH2:6][CH2:7][C@H:8]2[C:13]3[CH:14]=[CH:15][C:16]([N:18]4[CH2:19][CH2:20][S:21][CH2:22][CH2:23]4)=[CH:17][C:12]=3[CH2:11][CH2:10][O:9]2)[CH2:37][CH2:38][N:33]([C:30]2[C:29]3[CH:40]=[CH:41][C:26]([C:24]#[N:25])=[CH:27][C:28]=3[S:32][CH:31]=2)[CH2:34]1. Procedure: Prepared by condensation of 2-[(1S)-6-(4-thiomorpholinyl)-3,4-dihydro-1H-2-benzopyran-1-yl]ethyl methanesulfonate with (3R)-1-(6-cyano-1-benzothien-3-yl)-3-methylpiperazine, as described for Example 1b). M+H=519. Reaction SMILES: Cl[C:2]1[CH:9]=[C:8]([C:10]([F:13])([F:12])[F:11])[C:5]([C:6]#[N:7])=[C:4]([O:14][CH2:15][CH2:16][O:17][CH:18]([CH3:20])[CH3:19])[N:3]=1.[F:21][C:22]1[C:27]2[B:28]([OH:31])[O:29][CH2:30][C:26]=2[CH:25]=[C:24]([OH:32])[CH:23]=1>>[F:21][C:22]1[C:27]2[B:28]([OH:31])[O:29][CH2:30][C:26]=2[CH:25]=[C:24]([O:32][C:2]2[CH:9]=[C:8]([C:10]([F:13])([F:12])[F:11])[C:5]([C:6]#[N:7])=[C:4]([O:14][CH2:15][CH2:16][O:17][CH:18]([CH3:20])[CH3:19])[N:3]=2)[CH:23]=1. Reported procedure: This compound was prepared from 6-chloro-2-(2-isopropoxyethoxy)-4-(trifluoromethyl)nicotinonitrile and 7-fluorobenzo[c][1,2]oxaborole-1,5(3H)-diol in a similar manner to that of D230. 1H-NMR (400 MHz, DMSO-d6) δ (ppm) 1.06 (d, J=6 Hz, 6H), 3.52-3.55 (m, 1H), 3.59-3.61 (t, J=4.8 Hz, 2H), 4.26-4.28 (t, J=4.8 Hz, 2H), 5.07 (s, 2H), 7.18 (d, J=8.0 Hz, 1H), 7.27 (s, 1H), 7.38 (s, 1H), 9.39 (s, 1H). Starting materials: ClC1=NC(=C(C#N)C(=C1)C(F)(F)F)OCCOC(C)C (6-chloro-2-(2-isopropoxyethoxy)-4-(trifluoromethyl)nicotinonitrile), FC1=CC(=CC2=C1B(OC2)O)O (7-fluorobenzo[c][1,2]oxaborole-1,5(3H)-diol). The product is FC1=CC(=CC2=C1B(OC2)O)OC2=NC(=C(C#N)C(=C2)C(F)(F)F)OCCOC(C)C (6-(7-fluoro-1-hydroxy-1,3-dihydrobenzo[c][1,2]oxaborol-5-yloxy)-2-(2-isopropoxyethoxy)-4-(trifluoromethyl)nicotinonitrile). Reactants: CN, CCOC(C)=O, COc1ccc(CC(=O)O)c(OC)c1, CN(C)C=O, O. Yields the product CNC(=O)Cc1ccc(OC)cc1OC. RXN SMILES: [CH3:15][NH2:16].[CH3:17][CH2:18][O:19][C:20](=[O:21])[CH3:22].[CH3:1][O:2][c:3]1[c:4]([CH2:11][C:12](=[O:13])[OH:14])[cH:5][cH:6][c:7]([O:9][CH3:10])[cH:8]1.[O:24]=[CH:25][N:26]([CH3:27])[CH3:28].[OH2:23]>>[CH3:1][O:2][c:3]1[c:4]([CH2:11][C:12](=[O:14])[NH:16][CH3:15])[cH:5][cH:6][c:7]([O:9][CH3:10])[cH:8]1.